From a dataset of the Open Reaction Database (ORD), a public repository of structured organic reaction records. describe an organic reaction: reactants, conditions, products, and yield Starting materials: C(C)(C)(C)OC(=O)N1C[C@H]2CC3=CC=C(N=C3N2[C@@H](C1)C)Br ((4R,9aR)-6-bromo-4-methyl-3,4,9,9a-tetrahydro-1H-2,4a,5-triaza-fluorene-2-carboxylic acid tert-butyl ester), C(C)(C)(C)OC(=O)N1C[C@H]2CC3=CC=C(N=C3N2[C@@H](C1)C)Br ((4R,9aR)-6-bromo-4-methyl-3,4,9,9a-tetrahydro-1H-2,4a,5-triaza-fluorene-2-carboxylic acid tert-butyl ester), C12CCCC(CCC1)B2 (9-borabicyclo[3.3.1]nonane), C(C#C)Br (propargyl bromide), [OH-].[Na+] (sodium hydroxide). The reagents and catalysts are C=1C=CC(=CC1)[P](C=2C=CC=CC2)(C=3C=CC=CC3)[Pd]([P](C=4C=CC=CC4)(C=5C=CC=CC5)C=6C=CC=CC6)([P](C=7C=CC=CC7)(C=8C=CC=CC8)C=9C=CC=CC9)[P](C=1C=CC=CC1)(C=1C=CC=CC1)C=1C=CC=CC1 (tetrakis(triphenylphosphine)palladium). The solvent is O1CCCC1 (tetrahydrofuran), O1CCCC1 (tetrahydrofuran), C(C)(=O)OCC (ethyl acetate), O (water). Yields the product C(C)(C)(C)OC(=O)N1C[C@H]2CC3=CC=C(N=C3N2[C@@H](C1)C)C1CC1 ((4R,9aR)-6-Cyclopropyl-4-methyl-3,4,9,9a-tetrahydro-1H-2,4a,5-triaza-fluorene-2-carboxylic acid tert-butyl ester). Isolated yield 35.2%. RXN SMILES: [CH:1]12BC(C[CH2:7][CH2:8]1)CCC2.C(Br)C#C.[OH-].[Na+].[C:16]([O:20][C:21]([N:23]1[CH2:35][C@@H:34]([CH3:36])[N:33]2[C@H:25]([CH2:26][C:27]3[C:32]2=[N:31][C:30](Br)=[CH:29][CH:28]=3)[CH2:24]1)=[O:22])([CH3:19])([CH3:18])[CH3:17]>O1CCCC1.C1C=CC([P]([Pd]([P](C2C=CC=CC=2)(C2C=CC=CC=2)C2C=CC=CC=2)([P](C2C=CC=CC=2)(C2C=CC=CC=2)C2C=CC=CC=2)[P](C2C=CC=CC=2)(C2C=CC=CC=2)C2C=CC=CC=2)(C2C=CC=CC=2)C2C=CC=CC=2)=CC=1.C(OCC)(=O)C.O>[C:16]([O:20][C:21]([N:23]1[CH2:35][C@@H:34]([CH3:36])[N:33]2[C@H:25]([CH2:26][C:27]3[C:32]2=[N:31][C:30]([CH:7]2[CH2:8][CH2:1]2)=[CH:29][CH:28]=3)[CH2:24]1)=[O:22])([CH3:19])([CH3:18])[CH3:17] |f:2.3,^1:46,48,67,86|. Procedure: A suspension of 150.0 mg (1.23 mmol) 9-borabicyclo[3.3.1]nonane and 47 μl (0.62 mmol) propargyl bromide in 1 ml tetrahydrofuran was heated to reflux for 2 h. The mixture was cooled to room temperature then 0.61 ml (1.83 mmol) of a degassed 3M sodium hydroxide solution was added and after 1 h a mixture of 0.20 g (0.54 mmol) (4R,9aR)-6-bromo-4-methyl-3,4,9,9a-tetrahydro-1H-2,4a,5-triaza-fluorene-2-carboxylic acid tert-butyl ester (Example 5, intermediate b) and 19.0 mg tetrakis(triphenylphosphine)... Reactants: BrCC1OCC2=C(O1)C=C(C=C2)S(=O)(=O)C (2-(bromomethyl)-7-(methylsulfonyl)-4H-1,3-benzodioxine), C(CCC)N (n-butan-1-amine), CCO (EtOH), ( 8 ), ( 9 ). Run in C(C)(C)CC(C)(C)C (isooctane). Reaction conditions: temperature 130 celsius. Product: CS(=O)(=O)C=1C=CC2=C(OC(OC2)CNCCCC)C1 (N-{[7-(METHYLSULFONYL)-4H-1,3-BENZODIOXIN-2-YL]METHYL}BUTAN-1-AMINE). Reaction SMILES: Br[CH2:2][CH:3]1[O:8][C:7]2[CH:9]=[C:10]([S:13]([CH3:16])(=[O:15])=[O:14])[CH:11]=[CH:12][C:6]=2[CH2:5][O:4]1.[CH2:17]([NH2:21])[CH2:18][CH2:19][CH3:20].CCO>C(CC(C)(C)C)(C)C>[CH3:16][S:13]([C:10]1[CH:11]=[CH:12][C:6]2[CH2:5][O:4][CH:3]([CH2:2][NH:21][CH2:17][CH2:18][CH2:19][CH3:20])[O:8][C:7]=2[CH:9]=1)(=[O:15])=[O:14]. Procedure details: A mixture of 2-(bromomethyl)-7-(methylsulfonyl)-4H-1,3-benzodioxine (30 mg, 0.10 mmol), n-butan-1-amine (0.50 ml, 5.1 mmol) and EtOH (1.0 ml) was heated under microwave radiation at 130° C. for 30 min. MS m/z (rel. intensity, 70 eV) 299 (M+, 1), 123 (8), 86 (bp), 77 (9), 72 (10). Starting materials: NC1=CC=C(C(C=C1)=O)OCC1=CC=CC=C1 (5-amino-2-benzyloxy-2,4,6-cycloheptatrien-1-one), C(C)OC=C(C(=O)OCC)C(=O)OCC (diethyl ethoxymethylenemalonate). Solvent: ClCCl.CC(=O)C (dichloromethane acetone). Reaction conditions: temperature 140 celsius. Yields the product C(C)OC(C(C(=O)OCC)=CNC1=CC=C(C(C=C1)=O)OCC1=CC=CC=C1)=O (2-[(4-benzyloxy-5-oxo-1,3,6-cycloheptatrien-1-yl)aminomethylene]propanedioic acid diethyl ester). Reaction SMILES: [NH2:1][C:2]1[CH:8]=[CH:7][C:6](=[O:9])[C:5]([O:10][CH2:11][C:12]2[CH:17]=[CH:16][CH:15]=[CH:14][CH:13]=2)=[CH:4][CH:3]=1.C(O[CH:21]=[C:22]([C:28]([O:30][CH2:31][CH3:32])=[O:29])[C:23]([O:25][CH2:26][CH3:27])=[O:24])C>ClCCl.CC(C)=O>[CH2:26]([O:25][C:23](=[O:24])[C:22](=[CH:21][NH:1][C:2]1[CH:8]=[CH:7][C:6](=[O:9])[C:5]([O:10][CH2:11][C:12]2[CH:13]=[CH:14][CH:15]=[CH:16][CH:17]=2)=[CH:4][CH:3]=1)[C:28]([O:30][CH2:31][CH3:32])=[O:29])[CH3:27] |f:2.3|. Reported procedure: A mixture of 5-amino-2-benzyloxy-2,4,6-cycloheptatrien-1-one (10 g), described in example 1b, and diethyl ethoxymethylenemalonate (100 ml) was heated at 140° C. for 1.5 hr. The cooled reaction mixture was subjected to chromatography on silica gel using dichloromethane-acetone (9:1) as the eluant. The pure fractions were pooled to give 2-[(4-benzyloxy-5-oxo-1,3,6-cycloheptatrien-1-yl)aminomethylene]propanedioic acid diethyl ester (V; R7 =OCH2C6H5 and R8 =C2H5); nmr (CDCl3) δ1.3 (m 6H), 4.2 (m, 4H... Starting materials: ClC=1C(=NC=NC1Cl)N (5,6-dichloropyrimidin-4-amine), NCCC1CN(C1)C(=O)OC(C)(C)C (tert-butyl 3-(2-aminoethyl)azetidine-1-carboxylate), O(C1=CC=CC=C1)C1=CC=C(C=C1)B(O)O ((4-phenoxyphenyl)boronic acid), C(C=C)(=O)O (acrylic acid). Product: NC1=C(C(=NC=N1)NCCC1CN(C1)C(C=C)=O)C1=CC=C(C=C1)OC1=CC=CC=C1 (1-(3-(2-((6-amino-5-(4-phenoxyphenyl)pyrimidin-4-yl)amino)ethyl)azetidin-1-yl)prop-2-en-1-one). RXN SMILES: Cl[C:2]1[C:3]([NH2:9])=[N:4][CH:5]=[N:6][C:7]=1Cl.[NH2:10][CH2:11][CH2:12][CH:13]1[CH2:16][N:15]([C:17]([O:19]C(C)(C)C)=O)[CH2:14]1.[O:24]([C:31]1[CH:36]=[CH:35][C:34](B(O)O)=[CH:33][CH:32]=1)[C:25]1[CH:30]=[CH:29][CH:28]=[CH:27][CH:26]=1.[C:40](O)(=O)[CH:41]=C>>[NH2:9][C:3]1[N:4]=[CH:5][N:6]=[C:7]([NH:10][CH2:11][CH2:12][CH:13]2[CH2:14][N:15]([C:17](=[O:19])[CH:40]=[CH2:41])[CH2:16]2)[C:2]=1[C:28]1[CH:29]=[CH:30][C:25]([O:24][C:31]2[CH:36]=[CH:35][CH:34]=[CH:33][CH:32]=2)=[CH:26][CH:27]=1. Procedure: 1-(3-(2-((6-amino-5-(4-phenoxyphenyl)pyrimidin-4-yl)amino)ethyl)azetidin-1-yl)prop-2-en-1-one was prepared from 5,6-dichloropyrimidin-4-amine, tert-butyl 3-(2-aminoethyl)azetidine-1-carboxylate, (4-phenoxyphenyl)boronic acid and acrylic acid according to general scheme 3 using methods S1, S2, S3 and S4A. HPLC purity: 99%. MS: m/z=416 [M+H]+. 1H NMR (CD3OD) δ 8.27 (s, 1H), 7.12-7.45 (m, 9H), 6.25 (m, 2H), 5.73 (d, 1H), 4.37 (t, 1H), 4.12 (dd, 1H), 2.94 (dd, 1H), 3.71 (dd, 1H), 3.49 (t, 2H), 2.69 ... Starting materials: N1(CCCCC1)CC1NCCC2=C(C=CC=C12)OC (1-(piperidin-1-yl)methyl-5-methoxy-1,2,3,4-tetrahydroisoquinoline), ClC=1C=C(C=CC1Cl)CC(=O)Cl (3,4-dichlorophenyl acetyl chloride). Run in C(Cl)(Cl)Cl (chloroform). Yields the product Cl.N1(CCCCC1)CC1(NCCC2=C(C=CC=C12)OC)C(CC1=CC(=C(C=C1)Cl)Cl)=O (1-(piperidin-1-yl)methyl-2-(3,4-dichlorophenyl)acetyl-5-methoxy-1,2,3,4-tetrahydroisoquinoline hydrochloride). RXN SMILES: [N:1]1([CH2:7][CH:8]2[C:17]3[C:12](=[C:13]([O:18][CH3:19])[CH:14]=[CH:15][CH:16]=3)[CH2:11][CH2:10][NH:9]2)[CH2:6][CH2:5][CH2:4][CH2:3][CH2:2]1.[Cl:20][C:21]1[CH:22]=[C:23]([CH2:28][C:29](Cl)=[O:30])[CH:24]=[CH:25][C:26]=1[Cl:27]>C(Cl)(Cl)Cl>[ClH:20].[N:1]1([CH2:7][C:8]2([C:29](=[O:30])[CH2:28][C:23]3[CH:24]=[CH:25][C:26]([Cl:27])=[C:21]([Cl:20])[CH:22]=3)[C:17]3[C:12](=[C:13]([O:18][CH3:19])[CH:14]=[CH:15][CH:16]=3)[CH2:11][CH2:10][NH:9]2)[CH2:6][CH2:5][CH2:4][CH2:3][CH2:2]1 |f:3.4|. Reported procedure: Prepared as Ex. No. 33, from 600 mg (2.31 mmoles) of 1-(piperidin-1-yl)methyl-5-methoxy-1,2,3,4-tetrahydroisoquinoline and 630 mg (2.82 mmoles) of 3,4-dichlorophenyl acetyl chloride in 20 ml of dry chloroform. Starting materials: C(C1=CC=CC=C1)OC1=C(C=C(C=C1)OCCOCC1CC1)Br (1-benzyloxy-2-bromo-4-(2-cyclopropylmethoxyethoxy)benzene), cuprous cyanide, BrC1=C(C=CC(=C1)OCCOCC1CC1)O (2-bromo-4-(2-cyclopropylmethoxyethoxy)-phenol), C([O-])([O-])=O.[K+].[K+] (potassium carbonate), C(C1=CC=CC=C1)Br (benzyl bromide), C(#N)C1=C(OCC(CNCCNC(=O)NC2=CC=CC=C2)O)C=CC(=C1)OCCOCC1CC1 (1-[2-Cyano-4-(2-cyclopropylmethoxyethoxy) phenoxy]-3-[2-(3-phenylureido)ethylamino]-2-propanol), BrBr (bromine), C(C1=CC=CC=C1)OC1=CC=C(C=C1)OCCOCC1CC1 (1-benzyloxy-4-(2-cyclopropylmethoxyethoxy)benzene), C(C1=CC=CC=C1)OC1=CC=C(C=C1)O (4-Benzyloxyphenol). Reagents/catalysts: [Pd] (palladium on charcoal). The solvent is C(Cl)(Cl)Cl (chloroform), CN(C=O)C (dimethylformamide), CC(=O)C (acetone), CO (methanol), CCOCC (ether). Conditions: time 2 hour. The product is N1CCCCC1 (piperidine), O1C(COC2=C(C#N)C=C(C=C2)OCCOCC2CC2)C1 (2-(2,3-epoxypropoxy)-5-(2-cyclopropylmethoxyethoxy)benzonitrile). As a reaction SMILES: C(OC1C=CC(O)=CC=1)C1C=CC=CC=1.C(OC1C=CC(OCCOCC2CC2)=CC=1)C1C=CC=CC=1.[C:38]([C:40]1[CH:63]=[C:62]([O:64][CH2:65][CH2:66][O:67][CH2:68][CH:69]2[CH2:71][CH2:70]2)[CH:61]=[CH:60][C:41]=1[O:42][CH2:43][CH:44]([OH:59])[CH2:45]NCCNC([NH:52][C:53]1[CH:58]=[CH:57][CH:56]=[CH:55]C=1)=O)#[N:39].BrBr.BrC1C=C(OCCOCC2CC2)C=CC=1O.C(=O)([O-])[O-].[K+].[K+].C(Br)C1C=CC=CC=1.C(OC1C=CC(OCCOCC2CC2)=CC=1Br)C1C=CC=CC=1>[Pd].CO.C(Cl)(Cl)Cl.CN(C)C=O.CC(C)=O.CCOCC>[NH:52]1[CH2:53][CH2:58][CH2:57][CH2:56][CH2:55]1.[O:59]1[CH2:45][CH:44]1[CH2:43][O:42][C:41]1[CH:60]=[CH:61][C:62]([O:64][CH2:65][CH2:66][O:67][CH2:68][CH:69]2[CH2:71][CH2:70]2)=[CH:63][C:40]=1[C:38]#[N:39] |f:5.6.7|. Reported procedure: 4-Benzyloxyphenol is reacted with 2-chloroethyl)cyclopropylmethyl)ether and the resultant 1-benzyloxy-4-(2-cyclopropylmethoxyethoxy)benzene is debenzylated by hydrogenation with palladium on charcoal. To a solution of the resultant 4-(2-cyclopropylmethoxyethoxy)phenol in methanol is added bromine dissolved in chloroform at 0° and the mixture stirred for 2 hours. After chromatography over silicagel, the resultant 2-bromo-4-(2-cyclopropylmethoxyethoxy)-phenol is reacted for 60 hours with a mixture...